The task is: describe an organic reaction: reactants, conditions, products, and yield. This data is from the Open Reaction Database (ORD), a public repository of structured organic reaction records. Starting materials: ClC=1C=C2C(=C(N(C2=CC1)S(=O)(=O)C1=CC=CC=C1)C(=O)OCC)S(=O)(=O)Cl (ethyl 5-chloro-3-(chlorosulfonyl)-1-(phenylsulfonyl)-1H-indole-2-carboxylate), N1CCC1 (azetidine), ClS(=O)(=O)C1=C(N(C2=CC=C(C=C12)OC)S(=O)(=O)C1=CC=CC=C1)C(=O)OCC (ethyl 3-(chlorosulfonyl)-5-methoxy-1-(phenylsulfonyl)-1H-indole-2-carboxylate), N1CCOCC1 (morpholine). Product: N1(CCC1)S(=O)(=O)C1=C(NC2=CC=C(C=C12)OC)C(=O)N (3-(Azetidin-1-ylsulfonyl)-5-methoxy-1H-indole-2-carboxamide). Reaction SMILES: ClC1C=C2[C:8](=[CH:9][CH:10]=1)[N:7](S(C1C=CC=CC=1)(=O)=O)C(C(OCC)=O)=C2S(Cl)(=O)=O.Cl[S:30]([C:33]1[C:41]2[C:36](=[CH:37][CH:38]=[C:39]([O:42][CH3:43])[CH:40]=2)[N:35](S(C2C=CC=CC=2)(=O)=O)[C:34]=1[C:53]([O:55]CC)=O)(=[O:32])=[O:31].[NH:58]1CCOCC1.N1CCC1>>[N:7]1([S:30]([C:33]2[C:41]3[C:36](=[CH:37][CH:38]=[C:39]([O:42][CH3:43])[CH:40]=3)[NH:35][C:34]=2[C:53]([NH2:58])=[O:55])(=[O:31])=[O:32])[CH2:8][CH2:9][CH2:10]1. Reported procedure: Following the procedures described in Steps D and E of Example 1, replacing in Step D ethyl 5-chloro-3-(chlorosulfonyl)-1-(phenylsulfonyl)-1H-indole-2-carboxylate with ethyl 3-(chlorosulfonyl)-5-methoxy-1-(phenylsulfonyl)-1H-indole-2-carboxylate, and morpholine with azetidine, the title compound was obtained. HRMS (ES) exact mass calculated for C13H16N3O4S (M+H+): 310.0856. Found 310.0877. The reactants are COC1=CC=C(C=2N=C(SC21)C)[N+](=O)[O-] (7-methoxy-2-methyl-4-nitrobenzothiazole), Cl.N1=CC=CC=C1 (pyridine hydrochloride), 1. Product: OC1=CC=C(C=2N=C(SC21)C)[N+](=O)[O-] (7-Hydroxy-2-methyl-4-nitrobenzothiazole). RXN SMILES: C[O:2][C:3]1[C:11]2[S:10][C:9]([CH3:12])=[N:8][C:7]=2[C:6]([N+:13]([O-:15])=[O:14])=[CH:5][CH:4]=1.Cl.N1C=CC=CC=1>>[OH:2][C:3]1[C:11]2[S:10][C:9]([CH3:12])=[N:8][C:7]=2[C:6]([N+:13]([O-:15])=[O:14])=[CH:5][CH:4]=1 |f:1.2|. Procedure details: 7-Hydroxy-2-methyl-4-nitrobenzothiazole was prepared from 7-methoxy-2-methyl-4-nitrobenzothiazole by treatment with solid pyridine hydrochloride as described in Preparation 1 (91%). Reactants: CC(=O)O[BH-](OC(C)=O)OC(C)=O, Cc1cc(C(=O)N2Cc3cnn(C)c3Nc3ccccc32)ccc1CCC(=O)N1CCC(=O)CC1, ClCCCl, [Na+], NCCN1CCOCC1, CN(C)C=O. Yields the product Cc1cc(C(=O)N2Cc3cnn(C)c3Nc3ccccc32)ccc1CCC(=O)N1CCC(NCCN2CCOCC2)CC1. As a reaction SMILES: [C:45]([O:46][BH-:47]([O:48][C:49](=[O:50])[CH3:51])[O:52][C:53](=[O:54])[CH3:55])(=[O:56])[CH3:57].[CH3:1][c:2]1[c:3]([CH2:25][CH2:26][C:27](=[O:28])[N:29]2[CH2:30][CH2:31][C:32](=[O:35])[CH2:33][CH2:34]2)[cH:4][cH:5][c:6]([C:8](=[O:9])[N:10]2[c:11]3[c:12]([cH:21][cH:22][cH:23][cH:24]3)[NH:13][c:14]3[n:15]([CH3:20])[n:16][cH:17][c:18]3[CH2:19]2)[cH:7]1.[Cl:59][CH2:60][CH2:61][Cl:62].[Na+:58].[O:36]1[CH2:37][CH2:38][N:39]([CH2:42][CH2:43][NH2:44])[CH2:40][CH2:41]1.[O:63]=[CH:64][N:65]([CH3:66])[CH3:67]>>[CH3:1][c:2]1[c:3]([CH2:25][CH2:26][C:27](=[O:28])[N:29]2[CH2:30][CH2:31][CH:32]([NH:44][CH2:43][CH2:42][N:39]3[CH2:38][CH2:37][O:36][CH2:41][CH2:40]3)[CH2:33][CH2:34]2)[cH:4][cH:5][c:6]([C:8](=[O:9])[N:10]2[c:11]3[c:12]([cH:21][cH:22][cH:23][cH:24]3)[NH:13][c:14]3[n:15]([CH3:20])[n:16][cH:17][c:18]3[CH2:19]2)[cH:7]1. The reactants are CC(C)(C)OC(N)=O, CC1=C(c2ccc(F)cc2)c2ccc(Cl)cc2OC1(C)C. Product: CC1=C(c2ccc(F)cc2)c2ccc(NC(=O)OC(C)(C)C)cc2OC1(C)C. Reaction SMILES: [C:22]([NH2:23])([O:24][C:25]([CH3:26])([CH3:27])[CH3:28])=[O:29].[Cl:1][c:2]1[cH:3][cH:4][c:5]2[c:10]([cH:11]1)[O:9][C:8]([CH3:12])([CH3:13])[C:7]([CH3:14])=[C:6]2[c:15]1[cH:16][cH:17][c:18]([F:21])[cH:19][cH:20]1>>[c:2]1([NH:23][C:22]([O:24][C:25]([CH3:26])([CH3:27])[CH3:28])=[O:29])[cH:3][cH:4][c:5]2[c:10]([cH:11]1)[O:9][C:8]([CH3:12])([CH3:13])[C:7]([CH3:14])=[C:6]2[c:15]1[cH:16][cH:17][c:18]([F:21])[cH:19][cH:20]1. The reactants are C(C)(=O)NS(=O)(=O)C=1C=C(C=CC1Cl)C(CBr)=O (3'-acetylsulfamoyl-2-bromo-4'-chloroacetophenone), C(C)NC(=S)NCC(C)OC (1-ethyl-3-(2-methoxypropyl)thiourea), CCOCC (ether). Run in C(C)(=O)OCC (ethyl acetate). Product: Br.C(C)(=O)NS(=O)(=O)C=1C=C(C=CC1Cl)C1(N(C(SC1)=NCC(C)OC)CC)O (4-(3-Acetylsulfamoyl-4-chloro-phenyl)-3-ethyl-2-(2-methoxypropylimino)-1,3-thiazolidine-4ol-hydrobromide). Reaction SMILES: [C:1]([NH:4][S:5]([C:8]1[CH:9]=[C:10]([C:15](=[O:18])[CH2:16][Br:17])[CH:11]=[CH:12][C:13]=1[Cl:14])(=[O:7])=[O:6])(=[O:3])[CH3:2].[CH2:19]([NH:21][C:22]([NH:24][CH2:25][CH:26]([O:28][CH3:29])[CH3:27])=[S:23])[CH3:20].CCOCC>C(OCC)(=O)C>[BrH:17].[C:1]([NH:4][S:5]([C:8]1[CH:9]=[C:10]([C:15]2([OH:18])[CH2:16][S:23][C:22](=[N:24][CH2:25][CH:26]([O:28][CH3:29])[CH3:27])[N:21]2[CH2:19][CH3:20])[CH:11]=[CH:12][C:13]=1[Cl:14])(=[O:7])=[O:6])(=[O:3])[CH3:2] |f:4.5|. Procedure details: 3.7 g (0.01 mol) of 3'-acetylsulfamoyl-2-bromo-4'-chloroacetophenone are stirred at 20° C during 24 hours in 20 ml of ethyl acetate with 1.8 g (1.01 mol) of 1-ethyl-3-(2-methoxypropyl)thiourea, 60 ml of ether are added and the amorphous oily precipitate is solidified by trituration after under 40 ml of ether decanting the solvent. Amorphous solid substance capable of flowing, decomposition starting at 65° C. Starting materials: CC1=C(C(=O)C2=C(C1=O)N3C[C@H]4[C@@H]([C@@]3([C@@H]2COC(=O)N)OC)N4)OC (mitomycin A), C1(=CC=CC=C1)CCN (phenylethylamine). Run in CO (methanol), CO (methanol). Reaction conditions: time 18 hour. The product is C(N)(O)=O.OCC1C2(N(C=3C(C(=C(C(C13)=O)NCCC1=CC=CC=C1)C)=O)CC1C2N1)OC (1,1a,2,8,8a,8b-Hexahydro-8-(hydroxymethyl)-8a-methoxy-5-methyl-6-phenylethylamino-azirino[2',3':3,4]pyrrolo-[1,2-a]indole-4,7-dione carbamate). The yield is 112.9%. RXN SMILES: [CH3:1][C:2]1[C:8](=[O:9])[C:7]2[N:10]3[C@@:14]([O:21][CH3:22])([C@H:15]([CH2:16][O:17][C:18]([NH2:20])=[O:19])[C:6]=2[C:4](=[O:5])[C:3]=1OC)[C@H:13]1[NH:23][C@H:12]1[CH2:11]3.[C:26]1([CH2:32][CH2:33][NH2:34])[CH:31]=[CH:30][CH:29]=[CH:28][CH:27]=1>CO>[C:18](=[O:17])([OH:19])[NH2:20].[OH:17][CH2:16][CH:15]1[C:6]2[C:4](=[O:5])[C:3]([NH:34][CH2:33][CH2:32][C:26]3[CH:31]=[CH:30][CH:29]=[CH:28][CH:27]=3)=[C:2]([CH3:1])[C:8](=[O:9])[C:7]=2[N:10]2[CH2:11][CH:12]3[NH:23][CH:13]3[C:14]12[O:21][CH3:22] |f:3.4|. Procedure details: To a solution of 115 mg of mitomycin A (0.33 mmol) in 4 ml of anydrous methanol was added with stirring 80 mg of phenylethylamine (0.66 mmol) in 1 ml of anhydrous methanol. After 18 hours, the solvent was removed by evaporation under reduced pressure. The residue was dissolved in 15 ml of ethyl acetate, and then washed with five 15 ml portions of pH 4 buffer solution. The solvent was removed under reduced pressure and the residue was chromatographed using silica gel as adsorbent and ethyl acetat...